From a dataset of the Open Reaction Database (ORD), a public repository of structured organic reaction records. describe an organic reaction: reactants, conditions, products, and yield Procedure details: Following the procedure as described in Example 10, making variations as necessary to replace phenylacetylene with 1-phenyl-2-propyn-1-ol to react with 2-azido-N-benzyl-4-methylthiazole-5-carboxamide, the title compound was obtained as a white solid in 65% yield: mp 143-146° C. (methanol/hexanes); 1H NMR (300 MHz, CDCl3) δ 8.12 (s, 1H), 7.49-7.28 (m, 10H), 6.19 (t, J=6.0 Hz, 1H), 6.07 (d, J=6.0 Hz, 1H), 4.60 (d, J=6.0 Hz, 2H), 3.11 (d, J=3.0 Hz, 1H), 2.63 (s, 3H); 13C NMR (75 MHz, CDCl3) δ 160.9... Product: C(C1=CC=CC=C1)NC(=O)C1=C(N=C(S1)N1N=NC(=C1)C(C1=CC=CC=C1)O)C (N-benzyl-2-(4-(hydroxy(phenyl)methyl)-1H-1,2,3-triazol-1-yl)-4-methylthiazole-5-carboxamide). Reactants: C1(=CC=CC=C1)C#C (phenylacetylene), C1(=CC=CC=C1)C(C#C)O (1-phenyl-2-propyn-1-ol), N(=[N+]=[N-])C=1SC(=C(N1)C)C(=O)NCC1=CC=CC=C1 (2-azido-N-benzyl-4-methylthiazole-5-carboxamide). The yield is 65.0%. As a reaction SMILES: C1(C#C)C=CC=CC=1.[C:9]1([CH:15]([OH:18])[C:16]#[CH:17])[CH:14]=[CH:13][CH:12]=[CH:11][CH:10]=1.[N:19]([C:22]1[S:23][C:24]([C:28]([NH:30][CH2:31][C:32]2[CH:37]=[CH:36][CH:35]=[CH:34][CH:33]=2)=[O:29])=[C:25]([CH3:27])[N:26]=1)=[N+:20]=[N-:21]>>[CH2:31]([NH:30][C:28]([C:24]1[S:23][C:22]([N:19]2[CH:17]=[C:16]([CH:15]([OH:18])[C:9]3[CH:14]=[CH:13][CH:12]=[CH:11][CH:10]=3)[N:21]=[N:20]2)=[N:26][C:25]=1[CH3:27])=[O:29])[C:32]1[CH:33]=[CH:34][CH:35]=[CH:36][CH:37]=1. Yields the product CC(NC(=O)C(NC(=O)OC(C)(C)C)C(C)C)C(=O)NC(CC(=O)N1CCn2c(nnc2C(F)(F)F)C1)Cc1cc(F)c(F)cc1F. The reactants are CC(C)C(NC(=O)OC(C)(C)C)C(=O)O, ClCCl, CC(N)C(=O)NC(CC(=O)N1CCn2c(nnc2C(F)(F)F)C1)Cc1cc(F)c(F)cc1F. Reaction SMILES: [C:1]([CH3:2])([CH3:3])([CH3:4])[O:5][C:6](=[O:7])[NH:8][CH:9]([C:10](=[O:11])[OH:12])[CH:13]([CH3:14])[CH3:15].[Cl:49][CH2:50][Cl:51].[NH2:16][CH:17]([C:18](=[O:19])[NH:20][CH:21]([CH2:22][C:23]([N:24]1[CH2:25][c:26]2[n:27]([c:30]([C:33]([F:34])([F:35])[F:36])[n:31][n:32]2)[CH2:28][CH2:29]1)=[O:37])[CH2:38][c:39]1[c:40]([F:47])[cH:41][c:42]([F:46])[c:43]([F:45])[cH:44]1)[CH3:48]>>[C:1]([CH3:2])([CH3:3])([CH3:4])[O:5][C:6](=[O:7])[NH:8][CH:9]([C:10](=[O:12])[NH:16][CH:17]([C:18](=[O:19])[NH:20][CH:21]([CH2:22][C:23]([N:24]1[CH2:25][c:26]2[n:27]([c:30]([C:33]([F:34])([F:35])[F:36])[n:31][n:32]2)[CH2:28][CH2:29]1)=[O:37])[CH2:38][c:39]1[c:40]([F:47])[cH:41][c:42]([F:46])[c:43]([F:45])[cH:44]1)[CH3:48])[CH:13]([CH3:14])[CH3:15]. The reactants are ClC1=C(C(=O)OC(C)C)C=C(C(=C1)F)N1C(N(C(=C(C1=O)F)C)C(F)F)=O (isopropyl 2-chloro-5-[3-difluoromethyl-3,6-dihydro-5-fluoro-4-methyl-2,6-dioxo-1(2H)-pyrimidinyl]-4-fluorobenzoate), ethyl, ClC1=C(C(=O)OC(C)C)C=C(C(=C1)F)N1C(N(C(=C(C1=O)C)C)C(F)F)=O (isopropyl 2-chloro-5-[3-difluoromethyl-3,6-dihydro-4,5-dimethyl-2,6-dioxo-1(2H)-pyrimidinyl]-4-fluorobenzoate), ClC1=C(C(=O)OC(C)C)C=C(C(=C1)F)N1C(N(C(=CC1=O)C)C(C(F)F)(F)F)=O (isopropyl 2-chloro-5-[3,6-dihydro-4-methyl-3-(1,1,2,2-tetrafluoroethyl)-2,6-dioxo-1(2H)-pyrimidinyl]-4-fluorobenzoate), benzyl and 4-methoxyphenyl esters, ClC1=C(C(=O)O)C=C(C(=C1)F)N1C(N(C(=CC1=O)C)C(F)F)=O (2-chloro-5-[3-difluoromethyl-3,6-dihydro-4-methyl-2,6-dioxo-1(2H)-pyrimidinyl]-4-fluorobenzoic acid), ClC1=C(C(=O)OC(C)C)C=C(C=C1)N1C(N(C(=CC1=O)C)C(F)F)=O (isopropyl 2-chloro-5-[3-difluoromethyl-3,6-dihydro-4-methyl-2 6-dioxo-1(2H)-pyrimidinyl]-benzoate). Product: ClC1=C(C(=O)OC)C=C(C(=C1)F)N1C(N(C(=CC1=O)C)C(F)F)=O (methyl 2-chloro-5-[3-difluoromethyl-3 6-dihydro-4-methyl-2,6-dioxo-1(2H)-pyrimidinyl]-4-fluorobenzoate). Reaction SMILES: ClC1C=C(F)C(N2C(=O)C=C(C)N(C(F)F)C2=O)=CC=1C(O)=O.[Cl:24][C:25]1[CH:36]=[C:35]([F:37])[C:34]([N:38]2[C:43](=[O:44])[C:42](C)=[C:41]([CH3:46])[N:40]([CH:47]([F:49])[F:48])[C:39]2=[O:50])=[CH:33][C:26]=1[C:27]([O:29][CH:30](C)C)=[O:28].ClC1C=C(F)C(N2C(=O)C(F)=C(C)N(C(F)F)C2=O)=CC=1C(OC(C)C)=O.ClC1C=CC(N2C(=O)C=C(C)N(C(F)F)C2=O)=CC=1C(OC(C)C)=O.ClC1C=C(F)C(N2C(=O)C=C(C)N(C(F)(F)C(F)F)C2=O)=CC=1C(OC(C)C)=O>>[Cl:24][C:25]1[CH:36]=[C:35]([F:37])[C:34]([N:38]2[C:43](=[O:44])[CH:42]=[C:41]([CH3:46])[N:40]([CH:47]([F:48])[F:49])[C:39]2=[O:50])=[CH:33][C:26]=1[C:27]([O:29][CH3:30])=[O:28]. Reported procedure: Further representatives of such compounds of formula I are the ethyl, n-propyl, n-butyl, n-hexyl n-octyl, sec.-butyl, 1-methylbutyl, neopentyl, isobutyl, isopentyl, 2-methylbutyl, 1,2-dimethylpropyl, tert.butyl, 1-ethylpropyl, allyl, 2-butenyl, 3-methyl-2-butenyl, 3-methyl-3-butenyl 1-ethyl-2-propenyl, 4-pentenyl, 1-methyl-2-butenyl, 1-methyl-3-butenyl, 3-butenyl, 2-methyl-2-propenyl, 3-butynyl, 2-butynyl, methoxymethyl, ethoxymethyl, n-propoxymethyl, isopropoxymethyl, n-pentyloxymethyl, 1-metho... The reactants are 20, NC1=C(C=CC(=C1)Cl)NCCCO (3-[(2-amino-4-chlorophenyl)amino]-1-propanol), Cl (hydrochloric acid), C(C)(=O)O (acetic acid). Product: ClC1=CC2=C(N(C(=N2)C)CCCO)C=C1 (5-chloro-2-methyl-1H-benzimidazole-1-propanol). Reaction SMILES: [NH2:1][C:2]1[CH:7]=[C:6]([Cl:8])[CH:5]=[CH:4][C:3]=1[NH:9][CH2:10][CH2:11][CH2:12][OH:13].Cl.[C:15](O)(=O)[CH3:16]>>[Cl:8][C:6]1[CH:5]=[CH:4][C:3]2[N:9]([CH2:10][CH2:11][CH2:12][OH:13])[C:15]([CH3:16])=[N:1][C:2]=2[CH:7]=1. Procedure: A mixture of 20 parts of 3-[(2-amino-4-chlorophenyl)amino]-1-propanol, 50 parts of acetic acid and 150 parts of a hydrochloric acid solution 4 N is stirred and refluxed overnight. The reaction mixture is cooled and evaporated. The residue is dissolved in water and the solution is alkalized with ammonium hydroxide. The product is extracted with trichloromethane. The extract is dried, filtered and evaporated. The residue is crystallized from a mixture of 4-methyl-2-pentanone and 2,2'-oxybispropane... Reactants: O (water), CC(CCNC(=S)N)C (N-(3-methylbutyl)thiourea), BrCC(=O)C1=CC=C(C=C1)C(F)(F)F (2-bromo-1-[4-(trifluoromethyl)phenyl]ethanone), C(C)(=O)[O-].[Na+] (sodium acetate). Run in C(C)O (ethanol). The product is CC(CCNC=1SC=C(N1)C1=CC=C(C=C1)C(F)(F)F)C (N-(3-methylbutyl)-4-[4-(trifluoromethyl)phenyl]-1,3-thiazole-2-amine). Isolated yield 27.3%. Reaction SMILES: [CH3:1][CH:2]([CH3:9])[CH2:3][CH2:4][NH:5][C:6]([NH2:8])=[S:7].Br[CH2:11][C:12]([C:14]1[CH:19]=[CH:18][C:17]([C:20]([F:23])([F:22])[F:21])=[CH:16][CH:15]=1)=O.C([O-])(=O)C.[Na+].O>C(O)C>[CH3:1][CH:2]([CH3:9])[CH2:3][CH2:4][NH:5][C:6]1[S:7][CH:11]=[C:12]([C:14]2[CH:19]=[CH:18][C:17]([C:20]([F:21])([F:22])[F:23])=[CH:16][CH:15]=2)[N:8]=1 |f:2.3|. Procedure: A solution of N-(3-methylbutyl)thiourea (3.00 g, 20.5 mmol), 2-bromo-1-[4-(trifluoromethyl)phenyl]ethanone (5.45 g, 20.5 mmol), sodium acetate (2.19 g, 26.7 mmol) in ethanol (50 mL) was stirred at 90° C. for 4 hr. The reaction mixture was poured into water, and the mixture was extracted with ethyl acetate. The extract was dried over anhydrous sodium sulfate, and concentrated under reduced pressure. The obtained solid was recrystallized from dichloromethane-hexane to give the title compound (1.76... Starting materials: CN(C)C=O, O, NCC(N)Cc1ccccc1, CSc1nc(-c2ccncc2)c(-c2ccc3ccccc3c2)c2nncn12. Yields the product NC(CNc1nc(-c2ccncc2)c(-c2ccc3ccccc3c2)c2nncn12)Cc1ccccc1. RXN SMILES: [O:40]=[CH:41][N:42]([CH3:43])[CH3:44].[OH2:39].[c:28]1([CH2:34][CH:35]([CH2:36][NH2:37])[NH2:38])[cH:29][cH:30][cH:31][cH:32][cH:33]1.[cH:1]1[c:2](-[c:11]2[c:12]3[n:13]([c:14]([S:23][CH3:24])[n:15][c:16]2-[c:17]2[cH:18][cH:19][n:20][cH:21][cH:22]2)[cH:25][n:26][n:27]3)[cH:3][cH:4][c:5]2[cH:6][cH:7][cH:8][cH:9][c:10]12>>[cH:1]1[c:2](-[c:11]2[c:12]3[n:13]([c:14]([NH:37][CH2:36][CH:35]([CH2:34][c:28]4[cH:29][cH:30][cH:31][cH:32][cH:33]4)[NH2:38])[n:15][c:16]2-[c:17]2[cH:18][cH:19][n:20][cH:21][cH:22]2)[cH:25][n:26][n:27]3)[cH:3][cH:4][c:5]2[cH:6][cH:7][cH:8][cH:9][c:10]12.